From a dataset of the Open Reaction Database (ORD), a public repository of structured organic reaction records. describe an organic reaction: reactants, conditions, products, and yield Reactants: N1C(C2(C3=CC=CC=C13)COC1=CC3=C(OCCO3)C=C12)=O (2,3-dihydrospiro[furo[2,3-g][1,4]benzodioxine-8,3′-indol]-2′(1′H)-one), BrCCCCC (1-bromopentane), N1C([C@]2(C3=CC=CC=C13)COC1=CC3=C(OCCO3)C=C12)=O ((S)-2,3-dihydrospiro[furo[2,3-g][1,4]benzodioxine-8,3′-indol]-2′(1′H)-one), ClCC1=CC2=C(N(N=N2)C)C=C1 (5-(chloromethyl)-1-methyl-1H-benzo[d][1,2,3]triazole). The product is CN1N=NC2=C1C=CC(=C2)CN2C(C1(C3=CC=CC=C23)COC2=CC3=C(OCCO3)C=C21)=O (1′-[(1-methyl-1H-benzotriazol-5-yl)methyl]-2,3-dihydrospiro[furo[2,3-g][1,4]benzodioxine-8,3′-indol]-2′(1′H)-one). As a reaction SMILES: [NH:1]1[C:9]2[C:4](=[CH:5][CH:6]=[CH:7][CH:8]=2)[C:3]2([C:21]3[C:12](=[CH:13][C:14]4[O:19][CH2:18][CH2:17][O:16][C:15]=4[CH:20]=3)[O:11][CH2:10]2)[C:2]1=[O:22].N1C2C(=CC=CC=2)[C@@]2(C3C(=CC4OCCOC=4C=3)OC2)C1=O.Cl[CH2:46][C:47]1[CH:56]=[CH:55][C:50]2[N:51]([CH3:54])[N:52]=[N:53][C:49]=2[CH:48]=1.BrCCCCC>>[CH3:54][N:51]1[C:50]2[CH:55]=[CH:56][C:47]([CH2:46][N:1]3[C:9]4[C:4](=[CH:5][CH:6]=[CH:7][CH:8]=4)[C:3]4([C:21]5[C:12](=[CH:13][C:14]6[O:19][CH2:18][CH2:17][O:16][C:15]=6[CH:20]=5)[O:11][CH2:10]4)[C:2]3=[O:22])=[CH:48][C:49]=2[N:53]=[N:52]1. Reported procedure: Following the procedure as described in EXAMPLE 7.3 and making non-critical variations using 2,3-dihydrospiro[furo[2,3-g][1,4]benzodioxine-8,3′-indol]-2′(1′H)-one to replace (S)-2,3-dihydrospiro[furo[2,3-g][1,4]benzodioxine-8,3′-indol]-2′(1′H)-one, and 5-(chloromethyl)-1-methyl-1H-benzo[d][1,2,3]triazole to replace 1-bromopentane, 1′-[(1-methyl-1H-benzotriazol-5-yl)methyl]-2,3-dihydrospiro[furo[2,3-g][1,4]benzodioxine-8,3′-indol]-2′(1′H)-one was obtained (15%) as a colorless solid: 1H NMR (300 M...